From a dataset of the Open Reaction Database (ORD), a public repository of structured organic reaction records. describe an organic reaction: reactants, conditions, products, and yield As a reaction SMILES: [N:1]([C@H:4]1[C@H:8]([OH:9])[CH2:7][N:6](C(OC(C)(C)C)=O)[CH2:5]1)=[N+:2]=[N-:3].C(=O)([O-])[O-].[K+].[K+]>C(O)(C(F)(F)F)=O.ClCCl.CO.ClCCl>[N:1]([C@@H:4]1[CH2:5][NH:6][CH2:7][C@H:8]1[OH:9])=[N+:2]=[N-:3] |f:1.2.3,6.7|. Procedure details: (3R,4R)-tert-butyl 3-azido-4-hydroxypyrrolidine-1-carboxylate (3.6 g, 16.0 mmol) was stirred in 10% TFA in dichloromethane (100 mL) for 2 hours. The mixture was concentrated under reduced pressure and the residue obtained dissolved in a 10% MeOH/dichloromethane solution (50 mL) and treated with potassium carbonate (20 g) and the suspension stirred at ambient temperature for 2 hours, then filtered through a pad of Celite and washed with 10% MeOH: dichloromethane. The filtrate was concentrated to ... Starting materials: N(=[N+]=[N-])[C@@H]1CN(C[C@H]1O)C(=O)OC(C)(C)C ((3R,4R)-tert-butyl 3-azido-4-hydroxypyrrolidine-1-carboxylate), C([O-])([O-])=O.[K+].[K+] (potassium carbonate). Run at time 2 hour. Run in CO.ClCCl (MeOH dichloromethane), C(=O)(C(F)(F)F)O (TFA), ClCCl (dichloromethane). The product is N(=[N+]=[N-])[C@H]1[C@@H](CNC1)O ((3R,4R)-4-azidopyrrolidin-3-ol). Reactants: CC(C)(C)OC(=O)C1CSC(CCOC2CCCCO2)C1, O=C([O-])O, CO, [Na+], O, Cc1ccc(S(=O)(=O)O)cc1. The product is CC(C)(C)OC(=O)C1CSC(CCO)C1. RXN SMILES: [C:1]([CH3:2])([CH3:3])([CH3:4])[O:5][C:6](=[O:7])[CH:8]1[CH2:9][CH:10]([CH2:13][CH2:14][O:15][CH:16]2[CH2:17][CH2:18][CH2:19][CH2:20][O:21]2)[S:11][CH2:12]1.[C:34](=[O:35])([OH:36])[O-:37].[CH3:39][OH:40].[Na+:38].[OH2:22].[c:23]1([CH3:24])[cH:25][cH:26][c:27]([S:28]([OH:29])(=[O:30])=[O:31])[cH:32][cH:33]1>>[C:1]([CH3:2])([CH3:3])([CH3:4])[O:5][C:6](=[O:7])[CH:8]1[CH2:9][CH:10]([CH2:13][CH2:14][OH:15])[S:11][CH2:12]1. The reactants are BrC1=CC(=C(C=C1)C(CO)(C)C)F (2-(4-bromo-2-fluorophenyl)-2-methylpropan-1-ol), [H-].[Na+] (sodium hydride), CI (methyliodide). Solvent: CN(C)C=O (DMF). Conditions: temperature 0 celsius, time 15 minute. The product is COCC(C)(C)C1=C(C=C(C=C1)Br)F (2-(4-Bromo-2-fluorophenyl)-2-methylpropyl methyl ether). The yield is 83.3%. RXN SMILES: [Br:1][C:2]1[CH:7]=[CH:6][C:5]([C:8]([CH3:12])([CH3:11])[CH2:9][OH:10])=[C:4]([F:13])[CH:3]=1.[H-].[Na+].[CH3:16]I>CN(C=O)C>[CH3:16][O:10][CH2:9][C:8]([C:5]1[CH:6]=[CH:7][C:2]([Br:1])=[CH:3][C:4]=1[F:13])([CH3:11])[CH3:12] |f:1.2|. Procedure: To a DMF (4 ml) solution of 2-(4-bromo-2-fluorophenyl)-2-methylpropan-1-ol (199 mg, 0.8 mmol, WO2004074270A2) was added 60% sodium hydride (35 mg, 0.88 mmol) at 0° C. and the mixture was stirred at 0° C. for 15 minutes followed by additional stirring for 1 hour at room temperature. After the mixture was cooled to 0° C., methyliodide (342 mg, 2.4 mmol) was added and the mixture was stirred for 30 minutes at 0° C. followed by additional stirring for 16 hours at room temperature. Then, the reaction...